Task: describe an organic reaction: reactants, conditions, products, and yield. Dataset: the Open Reaction Database (ORD), a public repository of structured organic reaction records Reactants: S(=O)(Cl)Cl (Thionyl chloride), OC1=C(C=C(C(=O)O)C=C1)C (4-hydroxy-3-methylbenzoic acid), C([O-])(O)=O.[Na+] (sodium bicarbonate). Run in CO (methanol). Conditions: temperature 0 celsius, time 1 hour. Product: OC1=C(C=C(C(=O)OC)C=C1)C (methyl 4-hydroxy-3-methylbenzoate). RXN SMILES: [OH:1][C:2]1[CH:10]=[CH:9][C:5]([C:6]([OH:8])=[O:7])=[CH:4][C:3]=1[CH3:11].S(Cl)(Cl)=O.[C:16](=O)(O)[O-].[Na+]>CO>[OH:1][C:2]1[CH:10]=[CH:9][C:5]([C:6]([O:8][CH3:16])=[O:7])=[CH:4][C:3]=1[CH3:11] |f:2.3|. Reported procedure: A solution of 4-hydroxy-3-methylbenzoic acid (Matrix Scientific, 1 g) was dissolved in methanol and cooled in an ice-bath under a nitrogen atmosphere. Thionyl chloride (5 mL) was added slowly. The reaction was stirred at 0° C. for one hour and then warmed to room temperature and stirred for 16 hours. Solid sodium bicarbonate was then added to neutralize the acid and the mixture was evaporated to dryness. The residue was partitioned between ethyl acetate (75 mL and water (100 mL). The ethyl aceta... The reactants are N=1N=NN2C1C=CC(=C2)[C@H]2OC2 ((R)-2-(tetrazolo [1,5-a]pyrid-6-yl)oxirane), CC1(CCC1)N ((1-methylcyclobutyl)amine). The solvent is C(C)O (ethanol). The product is CC1(CCC1)NC[C@H](O)C=1C=CC=2N(C1)N=NN2 ((R)-α-[[(1-Methylcyclobutyl)amino]methyl]tetrazolo[1,5-a] pyridine-6-methanol). Yield: 70.4%. Reaction SMILES: [N:1]1[N:2]=[N:3][N:4]2[CH:9]=[C:8]([C@@H:10]3[CH2:12][O:11]3)[CH:7]=[CH:6][C:5]=12.[CH3:13][C:14]1([NH2:18])[CH2:17][CH2:16][CH2:15]1>C(O)C>[CH3:13][C:14]1([NH:18][CH2:12][C@@H:10]([C:8]2[CH:7]=[CH:6][C:5]3[N:4]([N:3]=[N:2][N:1]=3)[CH:9]=2)[OH:11])[CH2:17][CH2:16][CH2:15]1. Reported procedure: A solution of 375 mg (2.31 mmol) of (R)-2-(tetrazolo [1,5-a]pyrid-6-yl)oxirane and 972 mg (11.42 mmol) of (1-methylcyclobutyl)amine [J. Am. Chem. Soc., 83, 2723 (1961)] in 0.9 ml of absolute ethanol was heated at 70° C. for 3 hours with stirring under nitrogen. The reaction mixture was then concentrated to dryness (wt. 547 mg) and the residue purified by preparative Tlc on silica gel (95:5:1 methylene chloride:methanol:conc. ammonium hydroxide) to give 402 mg of product. The reactants are CC(C)(C)OC(=O)N1CCC(n2c(=O)[nH]c3cc(C(F)(F)F)c(Br)cc32)CC1, CCOCC, CCOCC, CO, Cl. Product: O=c1[nH]c2cc(C(F)(F)F)c(Br)cc2n1C1CCNCC1, Cl. As a reaction SMILES: [Br:1][c:2]1[c:3]([C:25]([F:26])([F:27])[F:28])[cH:4][c:5]2[c:6]([n:7]([CH:11]3[CH2:12][CH2:13][N:14]([C:17]([O:18][C:19]([CH3:20])([CH3:21])[CH3:22])=[O:23])[CH2:15][CH2:16]3)[c:8](=[O:10])[nH:9]2)[cH:24]1.[CH3:30][CH2:31][O:32][CH2:33][CH3:34].[CH3:35][CH2:36][O:37][CH2:38][CH3:39].[CH3:40][OH:41].[ClH:29]>>[Br:1][c:2]1[c:3]([C:25]([F:26])([F:27])[F:28])[cH:4][c:5]2[c:6]([n:7]([CH:11]3[CH2:12][CH2:13][NH:14][CH2:15][CH2:16]3)[c:8](=[O:10])[nH:9]2)[cH:24]1.[ClH:29].